Dataset: the Open Reaction Database (ORD), a public repository of structured organic reaction records. Task: describe an organic reaction: reactants, conditions, products, and yield Starting materials: CCN(C(C)C)C(C)C, C(=NC1CCCCC1)=NC1CCCCC1, Cl, Cl, NC(Cc1ccccc1)C(=O)O, Oc1cccc2[nH]nnc12, CCCCCCC(C(=O)O)n1cnc2cc(-c3ccccc3-c3nn[nH]n3)ccc21. Product: CCCCCCC(C(=O)NC(Cc1ccccc1)C(=O)O)n1cnc2cc(-c3ccccc3-c3nn[nH]n3)ccc21. As a reaction SMILES: [CH:14]([N:15]([CH:16]([CH3:17])[CH3:18])[CH2:19][CH3:20])([CH3:21])[CH3:22].[CH:63]1([N:64]=[C:65]=[N:66][CH:67]2[CH2:68][CH2:69][CH2:70][CH2:71][CH2:72]2)[CH2:73][CH2:74][CH2:75][CH2:76][CH2:77]1.[ClH:1].[ClH:78].[NH2:2][CH:3]([CH2:4][c:5]1[cH:6][cH:7][cH:8][cH:9][cH:10]1)[C:11](=[O:12])[OH:13].[OH:53][c:54]1[c:55]2[n:56][n:57][nH:58][c:59]2[cH:60][cH:61][cH:62]1.[n:23]1[nH:24][n:25][n:26][c:27]1-[c:28]1[c:29](-[c:34]2[cH:35][c:36]3[c:37]([n:38]([CH:41]([C:42](=[O:43])[OH:44])[CH2:45][CH2:46][CH2:47][CH2:48][CH2:49][CH3:50])[cH:39][n:40]3)[cH:51][cH:52]2)[cH:30][cH:31][cH:32][cH:33]1>>[NH:2]([CH:3]([CH2:4][c:5]1[cH:6][cH:7][cH:8][cH:9][cH:10]1)[C:11](=[O:12])[OH:13])[C:42]([CH:41]([n:38]1[c:37]2[c:36]([cH:35][c:34](-[c:29]3[c:28](-[c:27]4[n:23][n:24][nH:25][n:26]4)[cH:33][cH:32][cH:31][cH:30]3)[cH:52][cH:51]2)[n:40][cH:39]1)[CH2:45][CH2:46][CH2:47][CH2:48][CH2:49][CH3:50])=[O:43]. The reactants are O=C([O-])O, CCCCCC(C=CC1C(OC2CCCCO2)CC2OC(C(CCCC(=O)OC)[Se]c3ccccc3)CC21)OC1CCCCO1, CCOC(C)=O, [Na+], C1CCOC1, OO. Product: CCCCCC(C=CC1C(OC2CCCCO2)CC2OC(C=CCCC(=O)OC)CC21)OC1CCCCO1. Reaction SMILES: [C:48](=[O:49])([OH:50])[O-:51].[CH3:1][O:2][C:3]([CH2:4][CH2:5][CH2:6][CH:7]([CH:8]1[CH2:9][CH:10]2[CH:11]([CH2:12][CH:13]([O:30][CH:31]3[O:32][CH2:33][CH2:34][CH2:35][CH2:36]3)[CH:14]2[CH:15]=[CH:16][CH:17]([CH2:18][CH2:19][CH2:20][CH2:21][CH3:22])[O:23][CH:24]2[O:25][CH2:26][CH2:27][CH2:28][CH2:29]2)[O:37]1)[Se:38][c:39]1[cH:40][cH:41][cH:42][cH:43][cH:44]1)=[O:45].[CH3:53][CH2:54][O:55][C:56](=[O:57])[CH3:58].[Na+:52].[O:59]1[CH2:60][CH2:61][CH2:62][CH2:63]1.[OH:46][OH:47]>>[CH3:1][O:2][C:3]([CH2:4][CH2:5][CH:6]=[CH:7][CH:8]1[CH2:9][CH:10]2[CH:11]([CH2:12][CH:13]([O:30][CH:31]3[O:32][CH2:33][CH2:34][CH2:35][CH2:36]3)[CH:14]2[CH:15]=[CH:16][CH:17]([CH2:18][CH2:19][CH2:20][CH2:21][CH3:22])[O:23][CH:24]2[O:25][CH2:26][CH2:27][CH2:28][CH2:29]2)[O:37]1)=[O:45]. Reactants: FC=1C=C(OCC(=O)O)C=CC1F (3,4-difluorophenoxyacetic acid), OC(C(=O)C1=CC=C(C=C1)S(=O)(=O)C)(C)C (2-Hydroxy-2-methyl-1-(4-(methylsulfonyl)phenyl)propan-1-one), C1CCC2=NCCCN2CC1 (DBU). Reagents/catalysts: CN(C)C=1C=CN=CC1 (DMAP). Solvent: ClCCl (dichloromethane). The product is FC=1C=C(OC=2C(OC(C2C2=CC=C(C=C2)S(=O)(=O)C)(C)C)=O)C=CC1F (3-(3,4-Difluorophenoxy)-5,5-dimethyl-4-(4-(methylsulfonyl) phenyl)-5H-furan-2-one). RXN SMILES: [F:1][C:2]1[CH:3]=[C:4]([CH:10]=[CH:11][C:12]=1[F:13])[O:5][CH2:6][C:7]([OH:9])=[O:8].O[C:15]([CH3:29])([CH3:28])[C:16]([C:18]1[CH:23]=[CH:22][C:21]([S:24]([CH3:27])(=[O:26])=[O:25])=[CH:20][CH:19]=1)=O.C1CCN2C(=NCCC2)CC1>CN(C1C=CN=CC=1)C.ClCCl>[F:1][C:2]1[CH:3]=[C:4]([CH:10]=[CH:11][C:12]=1[F:13])[O:5][C:6]1[C:7](=[O:9])[O:8][C:15]([CH3:29])([CH3:28])[C:16]=1[C:18]1[CH:19]=[CH:20][C:21]([S:24]([CH3:27])(=[O:26])=[O:25])=[CH:22][CH:23]=1. Reported procedure: A solution of 3,4-difluorophenoxyacetic acid (0.51 g, 2.73 mmol), 2-hydroxy-2-methyl-1-(4-(methylsulfonyl)phenyl)propan-1-one (0.5 g, 2.1 mmol, Step 3), CMC (1.13 g, 2.73 mmol) and DMAP (15 mg, 0.10 mmol) in dichloromethane (12 ml) was stirred at r.t. for 18 hrs. Then, DBU (0.63 ml, 4.2 mmol) was added and the reaction mixture was refluxed for 3 h. After cooling to r.t. the mixture was extracted with ethyl acetate and washed successively with water, 1N HCl and brine. The organic layer was dried ...